This data is from the Open Reaction Database (ORD), a public repository of structured organic reaction records. The task is: describe an organic reaction: reactants, conditions, products, and yield Reactants: [Al+3], Cc1ccccc1, [H-], [H-], [H-], [H-], [Li+], CC(C)(C)OC(=O)NC1CCCc2cc(CN3CCCCC3)ccc21. The product is CNC1CCCc2cc(CN3CCCCC3)ccc21. As a reaction SMILES: [Al+3:27].[CH3:32][c:33]1[cH:34][cH:35][cH:36][cH:37][cH:38]1.[H-:26].[H-:29].[H-:30].[H-:31].[Li+:28].[N:1]1([CH2:7][c:8]2[cH:9][c:10]3[c:15]([cH:16][cH:17]2)[CH:14]([NH:18][C:19](=[O:20])[O:21][C:22]([CH3:23])([CH3:24])[CH3:25])[CH2:13][CH2:12][CH2:11]3)[CH2:2][CH2:3][CH2:4][CH2:5][CH2:6]1>>[N:1]1([CH2:7][c:8]2[cH:9][c:10]3[c:15]([cH:16][cH:17]2)[CH:14]([NH:18][CH3:19])[CH2:13][CH2:12][CH2:11]3)[CH2:2][CH2:3][CH2:4][CH2:5][CH2:6]1. The reactants are Fc1cccc(Cl)c1CCl, N, c1ccccc1. Product: NCc1c(F)cccc1Cl. As a reaction SMILES: [Cl:1][c:2]1[c:3]([CH2:4][Cl:5])[c:6]([F:10])[cH:7][cH:8][cH:9]1.[NH3:11].[cH:12]1[cH:13][cH:14][cH:15][cH:16][cH:17]1>>[Cl:1][c:2]1[c:3]([CH2:4][NH2:11])[c:6]([F:10])[cH:7][cH:8][cH:9]1. Reactants: C(CO)(=O)O (glycolic acid), NC[C@H](OC1=C2C(=NC=NC2=CC=C1)NC1=CC(=C(C=C1)O)C)C (4-({5-[(1R)-2-amino-1-methylethoxy]quinazolin-4-yl}amino)-2-methylphenol). The product is OCC(=O)NC[C@@H](C)OC1=C2C(=NC=NC2=CC=C1)NC1=CC(=C(C=C1)O)C (2-hydroxy-N-[(2R)-2-({4-[(4-hydroxy-3-methylphenyl)amino]quinazolin-5-yl}oxy)propyl]acetamide). Isolated yield 59.0%. Reaction SMILES: [C:1]([OH:5])(=O)[CH2:2][OH:3].[NH2:6][CH2:7][C@@H:8]([CH3:29])[O:9][C:10]1[CH:19]=[CH:18][CH:17]=[C:16]2[C:11]=1[C:12]([NH:20][C:21]1[CH:26]=[CH:25][C:24]([OH:27])=[C:23]([CH3:28])[CH:22]=1)=[N:13][CH:14]=[N:15]2>>[OH:3][CH2:2][C:1]([NH:6][CH2:7][C@H:8]([O:9][C:10]1[CH:19]=[CH:18][CH:17]=[C:16]2[C:11]=1[C:12]([NH:20][C:21]1[CH:26]=[CH:25][C:24]([OH:27])=[C:23]([CH3:28])[CH:22]=1)=[N:13][CH:14]=[N:15]2)[CH3:29])=[O:5]. Procedure details: The procedure described in Example 3 (preparation of starting materials) was repeated using glycolic acid and 4-({5-[(1R)-2-amino-1-methylethoxy]quinazolin-4-yl}amino)-2-methylphenol to give 2-hydroxy-N-[(2R)-2-({4-[(4-hydroxy-3-methylphenyl)amino]quinazolin-5-yl}oxy)propyl]acetamide as a dark brown solid in 59% yield; NMR spectrum (DMSO-d6) 1.41 (d, 3H), 2.17 (s, 3H), 3.43 (dt, 1H), 3.75 (dt, 1H), 3.78 (s, 2H), 5.01 (m, 1H), 6.84 (d, 1H), 7.30 (d, 1H), 7.32 (dd, 1H), 7.39 (d, 1H), 7.46 (d, 1H),...